Dataset: the Open Reaction Database (ORD), a public repository of structured organic reaction records. Task: describe an organic reaction: reactants, conditions, products, and yield Starting materials: C(C=C)OC1=CC(=C(C=C1)[N+](=O)[O-])F (4-Allyloxy-2-fluoro-nitrobenzene), CN (methylamine). Run in C1CCOC1 (THF). The product is C(C=C)OC=1C=CC(=C(NC)C1)[N+](=O)[O-] (5-(Allyloxy)-N-methyl-2-nitroaniline). RXN SMILES: [CH2:1]([O:4][C:5]1[CH:10]=[CH:9][C:8]([N+:11]([O-:13])=[O:12])=[C:7](F)[CH:6]=1)[CH:2]=[CH2:3].[CH3:15][NH2:16]>C1COCC1>[CH2:1]([O:4][C:5]1[CH:10]=[CH:9][C:8]([N+:11]([O-:13])=[O:12])=[C:7]([CH:6]=1)[NH:16][CH3:15])[CH:2]=[CH2:3]. Procedure details: The title compound of Example 11 Step A (15.2 mmol, 3.01 g) was stirred in 15 mL of 2 M methylamine in THF at 0° C. After the reaction was complete, the reaction mixture was concentrated under reduced pressure and the residue was partitioned into DCM/brine. The organic phase was concentrated under reduced pressure affording the product as a bright yellow solid. 1H NMR (500 MHz, d6-DMSO): δ 8.03 (d, 1H), 6.30-6.36 (overlapping m, 2H), 6.06 (m, 1H), 5.44 (m, 1H), 5.31 (m, 1H), 2.96 (d, 3H). MS (ES...